From a dataset of the Open Reaction Database (ORD), a public repository of structured organic reaction records. describe an organic reaction: reactants, conditions, products, and yield The reactants are ClC1=NC(=NC(=C1)CC)C1=CC(=CC=C1)Cl (4-chloro-2-(3-chlorophenyl)-6-ethylpyrimidine), NC1=CC=C(C=C1)C(C(=O)N)(C)C (2-(4-aminophenyl)-2-methylpropanamide), CN1CCCC1=O (NMP). Product: ClC=1C=C(C=CC1)C1=NC(=CC(=N1)NC1=CC=C(C=C1)C(C(=O)OC)(C)C)CC (methyl 2-(4-((2-(3-chlorophenyl)-6-ethylpyrimidin-4-yl)amino)phenyl)-2-methylpropanoate). Isolated yield 100.0%. Reaction SMILES: Cl[C:2]1[CH:7]=[C:6]([CH2:8][CH3:9])[N:5]=[C:4]([C:10]2[CH:15]=[CH:14][CH:13]=[C:12]([Cl:16])[CH:11]=2)[N:3]=1.[NH2:17][C:18]1[CH:23]=[CH:22][C:21]([C:24]([CH3:29])([CH3:28])[C:25](N)=[O:26])=[CH:20][CH:19]=1.CN1[C:35](=[O:36])CCC1>>[Cl:16][C:12]1[CH:11]=[C:10]([C:4]2[N:3]=[C:2]([NH:17][C:18]3[CH:23]=[CH:22][C:21]([C:24]([CH3:29])([CH3:28])[C:25]([O:36][CH3:35])=[O:26])=[CH:20][CH:19]=3)[CH:7]=[C:6]([CH2:8][CH3:9])[N:5]=2)[CH:15]=[CH:14][CH:13]=1. Procedure: Following General Procedure A1, 4-chloro-2-(3-chlorophenyl)-6-ethylpyrimidine (0.075 g, 0.29 mmol) in NMP (3 mL) was reacted with 2-(4-aminophenyl)-2-methylpropanamide (0.069 g, 0.36 mmol) to afford the title compound (0.105 g, 100%) as an amber oil. MW=409.91. 1H NMR (CDCl3, 300 MHz) δ 8.44-8.39 (m, 1H), 8.33-8.26 (m, 1H), 7.43-7.40 (m, 1H), 7.40-7.35 (m, 4H), 6.77 (s, 1H), 6.52 (s, 1H), 4.12 (q, J=7.1 Hz, 1H), 3.69 (s, 3H), 2.71 (q, J=7.6 Hz, 2H), 2.61 (s, 6H), 1.59 (s, 3H); APCI MS m/z 410 [M... The reactants are C1(=CC=CC=C1)B(O)O (phenylboronic acid), C1(C=CCC1)=O (cyclopent-2-enone), C(=O)([O-])[O-].[Na+].[Na+] (Na2CO3), [Rh(cod)Cl]2. Solvent: O (water). Conditions: temperature 80 celsius. Product: C1(=CC=CC=C1)C1CC(CC1)=O (3-Phenylcyclopentanone). RXN SMILES: [C:1]1(B(O)O)[CH:6]=[CH:5][CH:4]=[CH:3][CH:2]=1.[C:10]1(=[O:15])[CH2:14][CH2:13][CH:12]=[CH:11]1.C([O-])([O-])=O.[Na+].[Na+]>O>[C:1]1([CH:12]2[CH2:13][CH2:14][C:10](=[O:15])[CH2:11]2)[CH:6]=[CH:5][CH:4]=[CH:3][CH:2]=1 |f:2.3.4|. Procedure details: A mixture of phenylboronic acid (1.63 g, 13.4 mmol), cyclopent-2-enone (1.0 g, 10.4 mmol), and Na2CO3 (2.2 g, 20.8 mmol) was purged with nitrogen for 15 min followed by the addition of [Rh(cod)Cl]2 (100 mg, 0.21 mmol) and water (30 mL). The resulting suspension was heated to 80° C. for 20 min. The mixture was extracted with CH2Cl2, washed with brine, dried over MgSO4 and chromatographed on silica gel using 3:1 hexanes:ethylacetate to afford the title compound as a colorless oil. MS m/z: 161 (M+1... The reactants are BrC1=CC(=CC=2CCOC21)[N+](=O)[O-] (7-Bromo-5-nitro-2,3-dihydrobenzofuran). Reagents/catalysts: [Fe] (Iron). Solvent: C(C)(=O)O (acetic acid), O (water). The product is NC=1C=C(C2=C(CCO2)C1)Br (5-Amino-7-bromo-2,3-dihydrobenzofuran). Isolated yield 74.1%. Reaction SMILES: [Br:1][C:2]1[C:10]2[O:9][CH2:8][CH2:7][C:6]=2[CH:5]=[C:4]([N+:11]([O-])=O)[CH:3]=1>C(O)(=O)C.O.[Fe]>[NH2:11][C:4]1[CH:3]=[C:2]([Br:1])[C:10]2[O:9][CH2:8][CH2:7][C:6]=2[CH:5]=1. Procedure details: 7-Bromo-5-nitro-2,3-dihydrobenzofuran (2 g) was suspended in acetic acid (5 ml) and water (12 ml). Iron powder (3.5 g) was added and the mixture was heated at reflux for 3hr. The cooled mixture was cooled and filtered through celite. The filtrate was concentrated and azeotroped with toluene. The residue was purified by chromatography on silica using 10% ethyl acetate in hexane as eluent to afford the title compound (1.3 g) as an oil. 1H NMR (250 MHz, CDCl3) δ 3.22 (2H, t, J=7.5 Hz), 3.38 (2H, br... Reactants: O=Cc1cc(Cl)cc(Br)c1O, O=C([O-])[O-], CN(C)C=O, CCOC(=O)C=CC(F)(F)F, [K+], [K+], O. The product is CCOC(=O)C1=Cc2cc(Cl)cc(Br)c2OC1C(F)(F)F. RXN SMILES: [Br:1][c:2]1[c:3]([OH:11])[c:4]([CH:5]=[O:6])[cH:7][c:8]([Cl:10])[cH:9]1.[C:12](=[O:13])([O-:14])[O-:15].[CH3:30][N:31]([CH3:32])[CH:33]=[O:34].[F:18][C:19]([CH:20]=[CH:21][C:22](=[O:23])[O:24][CH2:25][CH3:26])([F:27])[F:28].[K+:16].[K+:17].[OH2:29]>>[Br:1][c:2]1[c:3]2[c:4]([cH:7][c:8]([Cl:10])[cH:9]1)[CH:5]=[C:21]([C:22](=[O:23])[O:24][CH2:25][CH3:26])[CH:20]([C:19]([F:18])([F:27])[F:28])[O:11]2. Reported procedure: A solution containing 6-bromo-quinoxaline (417 mg, 2.0 mmol), 4-(4,4,5,5-tetramethyl-[1,3,2]dioxaborolan-2-yl)-3,6-dihydro-2H-pyridine-1-carboxylic acid tert-butyl ester (600 mg, 1.94 mmol), tetrakis [triphenylphosphine] palladium (108 mg, 0.1 mmol) and sodium carbonate (2 M solution, 3 mL) in 5 mL of dioxane/ethanol/water (7:3:1) was heated at 160° C. using microwave reactor for 15 minutes. After the reaction, ethylacetate was added and the mixture was filtered, washed with water. After concent... Yields the product C(C)(C)(C)OC(=O)N1CCC(=CC1)C=1C=C2N=CC=NC2=CC1 (4-Quinoxalin-6-yl-3,6-dihydro-2H-pyridine-1-carboxylic acid tert-butyl ester). Reagents/catalysts: [Pd].C1(=CC=CC=C1)P(C1=CC=CC=C1)C1=CC=CC=C1.C1(=CC=CC=C1)P(C1=CC=CC=C1)C1=CC=CC=C1.C1(=CC=CC=C1)P(C1=CC=CC=C1)C1=CC=CC=C1.C1(=CC=CC=C1)P(C1=CC=CC=C1)C1=CC=CC=C1 (tetrakis [triphenylphosphine] palladium). Reaction conditions: temperature 160 celsius. Run in O1CCOCC1.C(C)O.O (dioxane ethanol water). As a reaction SMILES: Br[C:2]1[CH:3]=[C:4]2[C:9](=[CH:10][CH:11]=1)[N:8]=[CH:7][CH:6]=[N:5]2.[C:12]([O:16][C:17]([N:19]1[CH2:24][CH:23]=[C:22](B2OC(C)(C)C(C)(C)O2)[CH2:21][CH2:20]1)=[O:18])([CH3:15])([CH3:14])[CH3:13].C(=O)([O-])[O-].[Na+].[Na+].C(OC(=O)C)C>O1CCOCC1.C(O)C.O.[Pd].C1(P(C2C=CC=CC=2)C2C=CC=CC=2)C=CC=CC=1.C1(P(C2C=CC=CC=2)C2C=CC=CC=2)C=CC=CC=1.C1(P(C2C=CC=CC=2)C2C=CC=CC=2)C=CC=CC=1.C1(P(C2C=CC=CC=2)C2C=CC=CC=2)C=CC=CC=1>[C:12]([O:16][C:17]([N:19]1[CH2:20][CH:21]=[C:22]([C:2]2[CH:3]=[C:4]3[C:9](=[CH:10][CH:11]=2)[N:8]=[CH:7][CH:6]=[N:5]3)[CH2:23][CH2:24]1)=[O:18])([CH3:15])([CH3:13])[CH3:14] |f:2.3.4,6.7.8,9.10.11.12.13|. Starting materials: BrC=1C=C2N=CC=NC2=CC1 (6-bromo-quinoxaline), C(C)(C)(C)OC(=O)N1CCC(=CC1)B1OC(C(O1)(C)C)(C)C (4-(4,4,5,5-tetramethyl-[1,3,2]dioxaborolan-2-yl)-3,6-dihydro-2H-pyridine-1-carboxylic acid tert-butyl ester), C([O-])([O-])=O.[Na+].[Na+] (sodium carbonate), C(C)OC(C)=O (ethylacetate).